From a dataset of the Open Reaction Database (ORD), a public repository of structured organic reaction records. describe an organic reaction: reactants, conditions, products, and yield Reactants: ClC=1C(=CC(=C(C1)CC(=O)O)OC)N1CCCCC1 (5-chloro-2-methoxy-4-(piperidin-1-yl)-phenylacetic acid), ClC=1C(=CC(=C(C1)CC(=O)O)O)N1CCCCC1 (5-chloro-2-hydroxy-4-(piperidin-1-yl)-phenylacetic acid), Br (hydrobromic acid), C([O-])(O)=O.[Na+] (sodium bicarbonate). The solvent is O (water). Product: ClC=1C(=CC2=C(CC(O2)=O)C1)N1CCCCC1 (5-chloro-6-(piperidin-1-yl)-benzofuran-2(3H)-one). As a reaction SMILES: [Cl:1][C:2]1[C:3]([N:14]2[CH2:19][CH2:18][CH2:17][CH2:16][CH2:15]2)=[CH:4][C:5]([O:12]C)=[C:6]([CH2:8][C:9]([OH:11])=O)[CH:7]=1.Br.C(=O)(O)[O-].[Na+].ClC1C(N2CCCCC2)=CC(O)=C(CC(O)=O)C=1>O>[Cl:1][C:2]1[C:3]([N:14]2[CH2:15][CH2:16][CH2:17][CH2:18][CH2:19]2)=[CH:4][C:5]2[O:12][C:9](=[O:11])[CH2:8][C:6]=2[CH:7]=1 |f:2.3|. Procedure details: A solution of 8.5 g (30 mmoles) of 5-chloro-2-methoxy-4-(piperidin-1-yl)-phenylacetic acid in 150 ml of 48% strength hydrobromic acid is boiled under reflux for 15 hours. The reaction mixture is cooled, diluted with water and adjusted to a pH of 3-4 with saturated sodium bicarbonate solution. The mixture is then extracted with ethyl acetate, and the combined organic phases are washed with water, dried over sodium sulphate and concentrated by evaporation in a high vacuum rotary evaporator. There ... Starting materials: ClCC(=O)NC1=CC=C(C=C1)OC (2-chloro-N-(4-methoxy-phenyl)-acetamide), C(C1=CC=CC=C1)C1CCNCC1 (4-benzyl-piperidine). Solvent: CCCCCC (hexane). Yields the product C(C1=CC=CC=C1)C1CCN(CC1)CC(=O)NC1=CC=C(C=C1)OC (2-(4-Benzyl-piperidin-1-yl)-N-(4-methoxy-phenyl)-acetamide). RXN SMILES: Cl[CH2:2][C:3]([NH:5][C:6]1[CH:11]=[CH:10][C:9]([O:12][CH3:13])=[CH:8][CH:7]=1)=[O:4].[CH2:14]([CH:21]1[CH2:26][CH2:25][NH:24][CH2:23][CH2:22]1)[C:15]1[CH:20]=[CH:19][CH:18]=[CH:17][CH:16]=1>CCCCCC>[CH2:14]([CH:21]1[CH2:26][CH2:25][N:24]([CH2:2][C:3]([NH:5][C:6]2[CH:11]=[CH:10][C:9]([O:12][CH3:13])=[CH:8][CH:7]=2)=[O:4])[CH2:23][CH2:22]1)[C:15]1[CH:20]=[CH:19][CH:18]=[CH:17][CH:16]=1. Reported procedure: The title compound is prepared from 2-chloro-N-(4-methoxy-phenyl)-acetamide [J. Heterocycl. Chem., 32, 1429. (1995)] and 4-benzyl-piperidine according to the method described in Example 143b. Melting Point: 81-83° C. (hexane) Starting materials: COC(C([C@H]1CC[C@H]2[C@@H]3C=CC4=CC(C=C[C@]4(C)[C@H]3CC[C@]12C)=O)C)OC (21,21-dimethoxy-20-methylpregna-1,4,6-trien-3-one), [OH-].[Na+] (sodium hydroxide), OO (hydrogen peroxide). The solvent is CO (methanol), CO (methanol). Run at time 14 hour. The product is O1[C@H]2[C@@H]1C(C=C1C=C[C@H]3[C@@H]4CC[C@H](C(C(OC)OC)C)[C@]4(CC[C@@H]3[C@@]21C)C)=O (1α,2α-epoxy-21,21-dimethoxy-20-methylpregna-4,6-dien-3-one). The yield is 75.0%. RXN SMILES: [CH3:1][O:2][CH:3]([O:26][CH3:27])[CH:4]([CH3:25])[C@@H:5]1[C@:22]2([CH3:23])[C@H:8]([C@H:9]3[C@H:19]([CH2:20][CH2:21]2)[C@:17]2([CH3:18])[C:12](=[CH:13][C:14](=[O:24])[CH:15]=[CH:16]2)[CH:11]=[CH:10]3)[CH2:7][CH2:6]1.[OH-:28].[Na+].OO>CO>[O:28]1[C@H:15]2[C:14](=[O:24])[CH:13]=[C:12]3[C@:17]([CH3:18])([C@@H:16]12)[C@@H:19]1[C@H:9]([C@H:8]2[C@:22]([CH3:23])([CH2:21][CH2:20]1)[C@@H:5]([CH:4]([CH3:25])[CH:3]([O:2][CH3:1])[O:26][CH3:27])[CH2:6][CH2:7]2)[CH:10]=[CH:11]3 |f:1.2|. Procedure: To a solution of 2.00 g (5.4 mmoles) of 21,21-dimethoxy-20-methylpregna-1,4,6-trien-3-one in 70 ml of methanol were added a 10 wt % solution of sodium hydroxide in methanol (0.55 ml) and 3.04 ml of a 30 wt. % aqueous solution of hydrogen peroxide (containing 29.8 mmoles of hydrogen peroxide) and the mixture was stirred at room temperature for 14 hours. The reaction mixture was worked up in the same manner as Example 6 to recover 1.56 g of 1α,2α-epoxy-21,21-dimethoxy-20-methylpregna-4,6-dien-3-on... The reactants are Cl.COC1=CC=C(C=C1)N (p-anisidine hydrochloride), enamine, [N+](=O)([O-])C=1C=NC2=CC=C(C=C2C1)OC (3-nitro-6-methoxyquinoline), CC=1C=C(C=C(C1)C)S (3,5dimethylthiophenol). Solvent: C(C)(=O)O (acetic acid). The product is [N+](=O)([O-])C=1C=NC2=CC=C(C=C2C1)OC (3-nitro-6-methoxyquinoline), stannous chloride, NC=1C=NC2=CC=C(C=C2C1)OC (3-amino-6methoxyquinoline). Yield: 86.0%. Reaction SMILES: [N+:1]([C:4]1[CH:5]=[N:6][C:7]2[C:12]([CH:13]=1)=[CH:11][C:10]([O:14][CH3:15])=[CH:9][CH:8]=2)([O-:3])=[O:2].Cl.COC1C=CC(N)=CC=1.CC1C=C(S)C=C(C)C=1>C(O)(=O)C>[N+:1]([C:4]1[CH:5]=[N:6][C:7]2[C:12]([CH:13]=1)=[CH:11][C:10]([O:14][CH3:15])=[CH:9][CH:8]=2)([O-:3])=[O:2].[NH2:1][C:4]1[CH:5]=[N:6][C:7]2[C:12]([CH:13]=1)=[CH:11][C:10]([O:14][CH3:15])=[CH:9][CH:8]=2 |f:1.2|. Procedure: 3-Hydroxy-6-methoxyquinoline is not, a known compound, and the common methods for synthesizing quinolines are not readily applicable to 3-hydroxy substituents. p-Anisidine hydrochloride was treated with sodium nitromalonaldehyde to give the enamine 13. Heating the enamine 13 in a mixture of acetic acid sulfolane gave 3-nitro-6-methoxyquinoline 14 (30%). The yield of 14 could be improved to 48%, by heating p-anisidine hydrochloride and the enamine 13 in acetic acid in the presence of a catalylic ... Starting materials: O=C1c2ccccc2C(=O)N1CBr, C1CCOC1, COC(=O)C(C)C(=O)OC, [H-], [Na+]. The product is O=C1NC(=O)c2ccccc21. RXN SMILES: [Br:13][CH2:14][N:15]1[C:16](=[O:25])[c:17]2[c:18]([cH:21][cH:22][cH:23][cH:24]2)[C:19]1=[O:20].[CH2:26]1[O:27][CH2:28][CH2:29][CH2:30]1.[CH3:1][CH:2]([C:3]([O:4][CH3:5])=[O:6])[C:7]([O:8][CH3:9])=[O:10].[H-:12].[Na+:11]>>[NH:15]1[C:16](=[O:25])[c:17]2[c:18]([cH:21][cH:22][cH:23][cH:24]2)[C:19]1=[O:20]. The solvent is CN(C=O)C (N,N-dimethylformamide). Procedure: 2-(3,4-dimethoxyphenyl)morpholin-5-one (0.10 g, 0.42 mM) produced in Example 1, sodium hydride (60%) (0.02 g, 0.46 mM), and methyl iodide (0.07 g, 0.51 mM) were dissolved in dry N,N-dimethylformamide (2 ml) and the mixture was stirred at room temperature for one night. Water was added to the reaction solution, the solution was extracted with methylene chloride, the extract was dried over anhydrous sodium sulfate, then the solvent was removed in vacuo to obtain a crude product as a yellow oil. Th... Starting materials: O (Water), COC=1C=C(C=CC1OC)C1CNC(CO1)=O (2-(3,4-dimethoxyphenyl)morpholin-5-one), [H-].[Na+] (sodium hydride), CI (methyl iodide). Yield: 96.9%. RXN SMILES: [CH3:1][O:2][C:3]1[CH:4]=[C:5]([CH:11]2[O:16][CH2:15][C:14](=[O:17])[NH:13][CH2:12]2)[CH:6]=[CH:7][C:8]=1[O:9][CH3:10].[H-].[Na+].[CH3:20]I.O>CN(C)C=O>[CH3:1][O:2][C:3]1[CH:4]=[C:5]([CH:11]2[O:16][CH2:15][C:14](=[O:17])[N:13]([CH3:20])[CH2:12]2)[CH:6]=[CH:7][C:8]=1[O:9][CH3:10] |f:1.2|. The product is COC=1C=C(C=CC1OC)C1CN(C(CO1)=O)C (2-(3.4-dimethoxyphenyl)-4-methylmorpholin-5-one). Reactants: [BH3-]C#N, CC(=O)c1c2cccccc-2[nH]c1=O, CO, CCOCC, [Cl-], Cl, [Na+], [Na+], O. The product is CCc1c2cccccc-2[nH]c1=O. As a reaction SMILES: [C:16]([BH3-:17])#[N:18].[C:1]([CH3:2])(=[O:3])[c:4]1[c:5]2[cH:14][cH:13][cH:12][cH:11][cH:10][c:6]-2[nH:7][c:8]1=[O:9].[CH3:20][OH:21].[CH3:22][CH2:23][O:24][CH2:25][CH3:26].[Cl-:27].[ClH:15].[Na+:19].[Na+:28].[OH2:29]>>[CH2:1]([CH3:2])[c:4]1[c:5]2[cH:14][cH:13][cH:12][cH:11][cH:10][c:6]-2[nH:7][c:8]1=[O:9].